Task: describe an organic reaction: reactants, conditions, products, and yield. Dataset: the Open Reaction Database (ORD), a public repository of structured organic reaction records Reactants: dimethyl sulfate,cooled, S(=O)(=O)(OC)OC (dimethyl sulfate), C[O-].[Na+] (sodium methylate), [Na] (sodium), C(CC#N)#N (malononitrile), resultant suspension, C(=S)=S (carbon disulfide), [Na] (sodium). Run in ice water, C(C)O (ethanol), C(C)O (ethanol), C(C)O (ethanol). Yields the product COC(=C(C#N)C#N)SC (Dicyanoketene Dimethyl Thioacetal). RXN SMILES: [CH3:1][O-].[Na+].[Na].[C:5](#[N:9])[CH2:6][C:7]#[N:8].[C:10](=[S:12])=S.S([O:18][CH3:19])(OC)(=O)=O>C(O)C>[CH3:1][O:18][C:19]([S:12][CH3:10])=[C:6]([C:5]#[N:9])[C:7]#[N:8] |f:0.1,^1:3|. Procedure details: To a sodium methylate solution of 2.3 g (0.1 mol) of sodium and 41 g of ethanol, 6.6 g (0.1 mol) of malononitrile (melted) was instilled under exclusion of moisture within 5 minutes at room temperature with stirring and then stirred for another 5 minutes at room temperature. The resultant suspension was cooled to 15° C. and, at this temperature, solutions of 7.6 g (0.1 mol) of carbon disulfide in 36 g of ethanol and 2.3 g (0.1 mol) of sodium in 41 g of ethanol were added within 60 minutes from t... Isolated yield 55.7%. Product: C(C)(=O)OC(C=C)C#CCCCCCCCCCCl (14-chloro-1-tetradecen-4-yn-3-ol acetate). Procedure: To the crude alcohol from Step (D) supra., there is added 2.34 kg. (29.6 moles) of dry pyridine. Under a blanket of nitrogen gas, 6 kg. (59.2 moles) of acetic anhydride is added at room temperature over a 6 hour period. After stirring several additional hours, a sample is pulled and analyzed on a 6' carbowax column for loss of alcohol and appearance of the desired acetate. After completion of the reaction, the crude product is transferred to a distillation apparatus where the excess acetic anhyd... Reactants: ClCCCCCCCCCC#CC(C=C)O (14-chloro-1-tetradecen-4-yn-3-ol), C(C)(=O)[O-] (acetate), alcohol, C(C)(=O)[O-] (acetate), C(C)(=O)OC(C)=O (acetic anhydride), C(C)(=O)OC(C)=O (acetic anhydride), carbowax, crude product. Run in N1=CC=CC=C1 (pyridine), N1=CC=CC=C1 (pyridine). Reaction SMILES: [Cl:1][CH2:2][CH2:3][CH2:4][CH2:5][CH2:6][CH2:7][CH2:8][CH2:9][CH2:10][C:11]#[C:12][CH:13]([OH:16])[CH:14]=[CH2:15].[C:17](OC(=O)C)(=[O:19])[CH3:18].C([O-])(=O)C>N1C=CC=CC=1>[C:17]([O:16][CH:13]([C:12]#[C:11][CH2:10][CH2:9][CH2:8][CH2:7][CH2:6][CH2:5][CH2:4][CH2:3][CH2:2][Cl:1])[CH:14]=[CH2:15])(=[O:19])[CH3:18]. Reactants: N(=[N+]=[N-])C1C2CCOC(N2C1=O)(C)C (7-Azido-8-oxo-2,2-dimethyl-3-oxa-1-azabicyclo[4.2.0]-octane). The solvent is FC(C(=O)O)(F)F.O (trifluoroacetic acid H2O). Yields the product N(=[N+]=[N-])C1C(NC1CCO)=O (3-azido-4-(2-hydroxyethyl)-azetidin-2-one). Reaction SMILES: [N:1]([CH:4]1[C:11](=[O:12])[N:10]2[CH:5]1[CH2:6][CH2:7][O:8]C2(C)C)=[N+:2]=[N-:3]>FC(F)(F)C(O)=O.O>[N:1]([CH:4]1[CH:5]([CH2:6][CH2:7][OH:8])[NH:10][C:11]1=[O:12])=[N+:2]=[N-:3] |f:1.2|. Procedure: 7-Azido-8-oxo-2,2-dimethyl-3-oxa-1-azabicyclo[4.2.0]-octane (0.2 mol) is dissolved in 2:1 trifluoroacetic acid -H2O (200 ml) and the solution is kept at room temperature (25° C.) for 10 minutes. The solution is concentration under vacuum to a syrup which is taken up in ethylacetate, washed with 5% sodium bicarbonate and brine, dried with sodium sulfate, and filtered. Evaporation of the solvent provides 3-azido-4-(2-hydroxyethyl)-azetidin-2-one. Starting materials: C(C=O)(=O)O (glyoxylic acid), NCP(O)(=O)O (aminomethanephosphonic acid). The solvent is O (water). Reaction conditions: temperature 85 celsius, time 1 hour. Yields the product P(=O)(O)(O)CNCC(=O)O (N-phosphonomethylglycine). Reaction SMILES: [C:1]([OH:5])(=[O:4])[CH:2]=O.[NH2:6][CH2:7][P:8]([OH:11])(=[O:10])[OH:9]>O>[P:8]([CH2:7][NH:6][CH2:2][C:1]([OH:5])=[O:4])([OH:11])([OH:10])=[O:9]. Reported procedure: 29.6 g (0.2 mol) of 50% strength aqueous glyoxylic acid solution were warmed to 40° C. with stirring. 11.1 g (0.1 mol) of aminomethanephosphonic acid were then added in portions at 40°-45° C., whereupon a vigorous evolution of gas commenced. After completion of the addition, the temperature was increased to an internal temperature of 85° C. After about 1 h, the evolution of gas was complete. The mixture was stirred for a further 15 min at 85° C., a little water was added, and the mixture was coo... Reactants: C1(C(CCCCC1)=O)=O (cycloheptane-1,2-dione), COP(OC)(=O)CC(=O)C1=C(C=CC=C1)OC ([2-(2-Methoxy-phenyl)-2-oxo-ethyl]-phosphonic acid dimethyl ester), O.NN (hydrazine monohydrate). Yields the product COC1=C(C=CC=C1)C1=CC2=C(N=N1)CCCCC2 (3-(2-Methoxy-phenyl)-6,7,8,9-tetrahydro-5H-cyclohepta[c]pyridazine). Reaction SMILES: [C:1]1(=O)[CH2:7][CH2:6][CH2:5][CH2:4][CH2:3][C:2]1=O.COP([CH2:16][C:17]([C:19]1[CH:24]=[CH:23][CH:22]=[CH:21][C:20]=1[O:25][CH3:26])=O)(=O)OC.O.[NH2:28][NH2:29]>>[CH3:26][O:25][C:20]1[CH:21]=[CH:22][CH:23]=[CH:24][C:19]=1[C:17]1[N:29]=[N:28][C:2]2[CH2:3][CH2:4][CH2:5][CH2:6][CH2:7][C:1]=2[CH:16]=1 |f:2.3|. Reported procedure: light yellow gum. MS (ESI): 255.2 (MH+). Prepared from cycloheptane-1,2-dione, [2-(2-Methoxy-phenyl)-2-oxo-ethyl]-phosphonic acid dimethyl ester, hydrazine monohydrate.